From a dataset of the Open Reaction Database (ORD), a public repository of structured organic reaction records. describe an organic reaction: reactants, conditions, products, and yield Starting materials: CCOC(=O)CCCC(CNC(=O)OC(C)(C)C)c1ccccc1, [Na+], [OH-], O. Product: CC(C)(C)OC(=O)NCC(CCCC(=O)O)c1ccccc1. As a reaction SMILES: [C:1]([CH3:2])([CH3:3])([CH3:4])[O:5][C:6](=[O:7])[NH:8][CH2:9][CH:10]([CH2:11][CH2:12][CH2:13][C:14](=[O:15])[O:16][CH2:17][CH3:18])[c:19]1[cH:20][cH:21][cH:22][cH:23][cH:24]1.[Na+:26].[OH-:25].[OH2:27]>>[C:1]([CH3:2])([CH3:3])([CH3:4])[O:5][C:6](=[O:7])[NH:8][CH2:9][CH:10]([CH2:11][CH2:12][CH2:13][C:14](=[O:15])[OH:16])[c:19]1[cH:20][cH:21][cH:22][cH:23][cH:24]1.